Dataset: the Open Reaction Database (ORD), a public repository of structured organic reaction records. Task: describe an organic reaction: reactants, conditions, products, and yield Reactants: [Al+3], COC(=O)c1cc(OCCc2nc(-c3ccccc3)oc2C)no1, Cl, [H-], [H-], [H-], [H-], [Li+], C1CCOC1. Product: Cc1oc(-c2ccccc2)nc1CCOc1cc(CO)on1. As a reaction SMILES: [Al+3:26].[CH3:1][c:2]1[c:3]([CH2:13][CH2:14][O:15][c:16]2[n:17][o:18][c:19]([C:21](=[O:22])[O:23][CH3:24])[cH:20]2)[n:4][c:5](-[c:7]2[cH:8][cH:9][cH:10][cH:11][cH:12]2)[o:6]1.[ClH:31].[H-:25].[H-:28].[H-:29].[H-:30].[Li+:27].[O:32]1[CH2:33][CH2:34][CH2:35][CH2:36]1>>[CH3:1][c:2]1[c:3]([CH2:13][CH2:14][O:15][c:16]2[n:17][o:18][c:19]([CH2:21][OH:22])[cH:20]2)[n:4][c:5](-[c:7]2[cH:8][cH:9][cH:10][cH:11][cH:12]2)[o:6]1.